Dataset: the Open Reaction Database (ORD), a public repository of structured organic reaction records. Task: describe an organic reaction: reactants, conditions, products, and yield Conditions: time 1 hour. Yields the product NC(=O)C1(CCN(CC1)C(=O)OC(C)(C)C)N(C)CC=1C=C2C(=NC=NC2=CC1OC)NC1=C(C(=CC=C1)Cl)F (tert-butyl 4-(aminocarbonyl)-4-[({4-[(3-chloro-2-fluorophenyl)amino]-7-methoxyquinazolin-6-yl}methyl)(methyl)amino]piperidine-1-carboxylate). The yield is 78.8%. Run in CN(C)C=O (DMF). As a reaction SMILES: Cl.[Cl:2][C:3]1[C:4]([F:24])=[C:5]([NH:9][C:10]2[C:19]3[C:14](=[CH:15][C:16]([O:22][CH3:23])=[C:17]([CH2:20]Cl)[CH:18]=3)[N:13]=[CH:12][N:11]=2)[CH:6]=[CH:7][CH:8]=1.[NH2:25][C:26]([C:28]1([NH:41][CH3:42])[CH2:33][CH2:32][N:31]([C:34]([O:36][C:37]([CH3:40])([CH3:39])[CH3:38])=[O:35])[CH2:30][CH2:29]1)=[O:27].CCN(C(C)C)C(C)C>CN(C=O)C>[NH2:25][C:26]([C:28]1([N:41]([CH2:20][C:17]2[CH:18]=[C:19]3[C:14](=[CH:15][C:16]=2[O:22][CH3:23])[N:13]=[CH:12][N:11]=[C:10]3[NH:9][C:5]2[CH:6]=[CH:7][CH:8]=[C:3]([Cl:2])[C:4]=2[F:24])[CH3:42])[CH2:29][CH2:30][N:31]([C:34]([O:36][C:37]([CH3:38])([CH3:39])[CH3:40])=[O:35])[CH2:32][CH2:33]1)=[O:27] |f:0.1|. Procedure: N-(3-chloro-2-fluorophenyl)-6-(chloromethyl)-7-methoxyquinazolin-4-amine hydrochloride (0.30 g, 0.775 mmol) was added over a period of 40 minutes to a stirred solution of tert-butyl 4-(aminocarbonyl)-4-(methylamino)piperidine-1-carboxylate (0.498 g, 1.93 mmol) and DIPEA (0.50 g, 3.89 mmol) in DMF (1 ml) at 120° C. The reaction mixture was stirred for 1 hour, cooled, concentrated and purified by column chromatography on silica eluting with acetonitrile to afford tert-butyl 4-(aminocarbonyl)-4-[({... Reactants: Cl.ClC=1C(=C(C=CC1)NC1=NC=NC2=CC(=C(C=C12)CCl)OC)F (N-(3-chloro-2-fluorophenyl)-6-(chloromethyl)-7-methoxyquinazolin-4-amine hydrochloride), NC(=O)C1(CCN(CC1)C(=O)OC(C)(C)C)NC (tert-butyl 4-(aminocarbonyl)-4-(methylamino)piperidine-1-carboxylate), CCN(C(C)C)C(C)C (DIPEA). Reactants: Cl[O-].[Na+] (Sodium hypo chlorite), C(CCC)NC(C[C@@H]1OC(O[C@@H](C1)CO)(C)C)=O (N-butyl-2-((4R,6S)-6-(hydroxymethyl)-2,2-dimethyl-1,3-dioxan-4-yl) acetamide), CC1(CCCC(N1[O])(C)C)C (TEMPO), [Br-].[K+] (potassium bromide). Solvent: C(Cl)Cl (methylene chloride), C(Cl)Cl (methylene chloride). Product: C(CCC)NC(C[C@@H]1OC(O[C@@H](C1)C=O)(C)C)=O (N-butyl-2-((4R,6S)-6-formyl-2,2-dimethyl-1,3-dioxan-4-yl)acetamide). As a reaction SMILES: [CH2:1]([NH:5][C:6](=[O:18])[CH2:7][C@H:8]1[CH2:13][C@@H:12]([CH2:14][OH:15])[O:11][C:10]([CH3:17])([CH3:16])[O:9]1)[CH2:2][CH2:3][CH3:4].CC1(C)N([O])C(C)(C)CCC1.[Br-].[K+].Cl[O-].[Na+]>C(Cl)Cl>[CH2:1]([NH:5][C:6](=[O:18])[CH2:7][C@H:8]1[CH2:13][C@@H:12]([CH:14]=[O:15])[O:11][C:10]([CH3:17])([CH3:16])[O:9]1)[CH2:2][CH2:3][CH3:4] |f:2.3,4.5,^1:22|. Procedure details: A solution of N-butyl-2-((4R,6S)-6-(hydroxymethyl)-2,2-dimethyl-1,3-dioxan-4-yl) acetamide (6 grams) in methylene chloride (24 ml) was added to a pre-cooled mixture of TEMPO (0.01 gram), methylene chloride (36 ml) and potassium bromide (0.26 grams) at −5 to −15° C. Sodium hypo chlorite (15.6 ml) was added to the reaction mixture at −15 to −5° C. and stirred. After completion of the reaction, quenched it with 10% sodium thio sulfate solution at room temperature and water was added to it. Both org... The reactants are CCCC[N+](CCCC)(CCCC)CCCC, Cc1ccccc1, ClCCN(CCCl)Cc1ccccc1, [Na+], [OH-], O, O=S(=O)([O-])O, N#CCc1ccccn1. Yields the product N#CC1(c2ccccn2)CCN(Cc2ccccc2)CC1. Reaction SMILES: [CH2:32]([N+:33]([CH2:34][CH2:35][CH2:36][CH3:37])([CH2:38][CH2:39][CH2:40][CH3:41])[CH2:42][CH2:43][CH2:44][CH3:45])[CH2:46][CH2:47][CH3:48].[CH3:49][c:50]1[cH:51][cH:52][cH:53][cH:54][cH:55]1.[Cl:1][CH2:2][CH2:3][N:4]([CH2:5][CH2:6][Cl:7])[CH2:8][c:9]1[cH:10][cH:11][cH:12][cH:13][cH:14]1.[Na+:25].[OH-:24].[OH2:26].[S:27]([O-:28])([OH:29])(=[O:30])=[O:31].[n:15]1[c:16]([CH2:21][C:22]#[N:23])[cH:17][cH:18][cH:19][cH:20]1>>[CH2:2]1[CH2:3][N:4]([CH2:8][c:9]2[cH:10][cH:11][cH:12][cH:13][cH:14]2)[CH2:5][CH2:6][C:21]1([c:16]1[n:15][cH:20][cH:19][cH:18][cH:17]1)[C:22]#[N:23]. The reactants are NO (hydroxylamine), N (ammonia), C(CC(=O)C)(=O)OC (methyl acetoacetate), O (water). Run at time 6 day. Yields the product aqueous solution, OC1=C(C(=NO1)C)C1=CC(=NO1)C (5 -hydroxy-3-methyl-4-(3-methylisooxazol-5-yl)isoxazole). Reaction SMILES: [NH2:1][OH:2].[NH3:3].[C:4]([O:10]C)(=O)[CH2:5][C:6]([CH3:8])=O.[OH2:12]>>[OH:12][C:4]1[O:2][N:1]=[C:6]([CH3:8])[C:5]=1[C:4]1[O:10][N:3]=[C:6]([CH3:8])[CH:5]=1. Procedure details: 208 g of a 50% aqueous hydroxylamine solution and 91 ml of 28% aqueous ammonia were added to 350 ml of water, into which 348 g of methyl acetoacetate was dropped over 50 minutes at temperature below 15° C. After the completion of the dropping, the reaction solution returned to room temperature and stood undisturbed for 6 days to give 900 ml of an aqueous solution of crude ammonium salt of 5 -hydroxy-3-methyl-4-(3-methylisooxazol-5-yl)isoxazole.